From a dataset of the Open Reaction Database (ORD), a public repository of structured organic reaction records. describe an organic reaction: reactants, conditions, products, and yield Starting materials: C(C)(=O)O.NCC=1C(=C(C(=CC1)F)C(C(=O)NCC1=CC=C(C=C1)C#N)OCC)F ((RS)-2-(3-aminomethyl-2,6-difluoro-phenyl)-N-(4-cyano-benzyl)-2-ethoxy-acetamide acetic acid), C(C)(=O)Cl (acetyl chloride). Yields the product C(C)(=O)NCC=1C(=C(C(=CC1)F)C(C(=O)NCC1=CC=C(C=C1)C#N)OCC)F ((RS)-2-[3-(acetylamino-methyl)-2,6-difluoro-phenyl]-N-(4-cyano-benzyl)-2-ethoxy-acetamide). Reaction SMILES: [C:1](O)(=[O:3])[CH3:2].[NH2:5][CH2:6][C:7]1[C:8]([F:30])=[C:9]([CH:14]([O:27][CH2:28][CH3:29])[C:15]([NH:17][CH2:18][C:19]2[CH:24]=[CH:23][C:22]([C:25]#[N:26])=[CH:21][CH:20]=2)=[O:16])[C:10]([F:13])=[CH:11][CH:12]=1.C(Cl)(=O)C>>[C:1]([NH:5][CH2:6][C:7]1[C:8]([F:30])=[C:9]([CH:14]([O:27][CH2:28][CH3:29])[C:15]([NH:17][CH2:18][C:19]2[CH:24]=[CH:23][C:22]([C:25]#[N:26])=[CH:21][CH:20]=2)=[O:16])[C:10]([F:13])=[CH:11][CH:12]=1)(=[O:3])[CH3:2] |f:0.1|. Reported procedure: In analogy to example 87.2 (RS)-2-(3-aminomethyl-2,6-difluoro-phenyl)-N-(4-cyano-benzyl)-2-ethoxy-acetamide acetic acid was reacted with acetyl chloride to give (RS)-2-[3-(acetylamino-methyl)-2,6-difluoro-phenyl]-N-(4-cyano-benzyl)-2-ethoxy-acetamide. White foam. MS 402.5 ([M+H]+) Starting materials: N1=CC=C(C=C1)CNC1=C(C(=O)NOCC=2C=C(C(=O)O)C=CC2)C=CC=C1 (3-{2-[(Pyridin-4-ylmethyl)-amino]-benzoylaminooxymethyl}-benzoic acid), CN(CCN)C (2-dimethylaminoethylamine). Product: CN(CCNC(=O)C=1C=C(CONC(C2=C(C=CC=C2)NCC2=CC=NC=C2)=O)C=CC1)C (N-[3-(2-dimethylaminoethylcarbamoyl)-benzyloxy]-2-[(pyridin-4-ylmethyl)-amino]-benzamide). Reaction SMILES: [N:1]1[CH:6]=[CH:5][C:4]([CH2:7][NH:8][C:9]2[CH:28]=[CH:27][CH:26]=[CH:25][C:10]=2[C:11]([NH:13][O:14][CH2:15][C:16]2[CH:17]=[C:18]([CH:22]=[CH:23][CH:24]=2)[C:19](O)=[O:20])=[O:12])=[CH:3][CH:2]=1.[CH3:29][N:30]([CH3:34])[CH2:31][CH2:32][NH2:33]>>[CH3:29][N:30]([CH3:34])[CH2:31][CH2:32][NH:33][C:19]([C:18]1[CH:17]=[C:16]([CH:24]=[CH:23][CH:22]=1)[CH2:15][O:14][NH:13][C:11](=[O:12])[C:10]1[CH:25]=[CH:26][CH:27]=[CH:28][C:9]=1[NH:8][CH2:7][C:4]1[CH:5]=[CH:6][N:1]=[CH:2][CH:3]=1)=[O:20]. Procedure details: Prepared by a similar procedure as described for preparation of Example 405. Starting materials: 3-{2-[(Pyridin-4-ylmethyl)-amino]-benzoylaminooxymethyl}-benzoic acid (see Example 403) and 2-dimethylaminoethylamine. 13C-NMR (DMSO-d6) δ 165.8, 149.5, 148.9, 148.2, 136.1, 134.6, 132.4, 131.4, 128.2, 128.0, 127.7, 126.8, 121.9, 114.8, 113.3, 111.4, 76.5, 58.1, 45.2, 44.8, 37.3. The reactants are CC1=NC=CC=C1C1=CC(=C2CCCCN12)C#N (3-(2-methyl-3-pyridyl)-5,6,7,8-tetrahydroindolizine-1-carbonitrile), solid, [OH-].[K+] (potassium hydroxide). Product: CC1=NC=CC=C1C1=CC(=C2CCCCN12)C(=O)N (3-(2-methyl-3-pyridyl)-5,6,7,8-tetrahydroindolizine-1-carboxamide). The yield is 87.2%. Reaction SMILES: [CH3:1][C:2]1[C:7]([C:8]2[N:16]3[C:11]([CH2:12][CH2:13][CH2:14][CH2:15]3)=[C:10]([C:17]#[N:18])[CH:9]=2)=[CH:6][CH:5]=[CH:4][N:3]=1.[OH-:19].[K+]>>[CH3:1][C:2]1[C:7]([C:8]2[N:16]3[C:11]([CH2:12][CH2:13][CH2:14][CH2:15]3)=[C:10]([C:17]([NH2:18])=[O:19])[CH:9]=2)=[CH:6][CH:5]=[CH:4][N:3]=1 |f:1.2|. Reported procedure: 3-(2-Methyl-3-pyridyl)-5,6,7,8-tetrahydroindolizine-1-carboxamide is prepared as described in Example 11, from 23.3 g of 3-(2-methyl-3-pyridyl)-5,6,7,8-tetrahydroindolizine-1-carbonitrile and 33 g of potassium hydroxide. 21.85 g of 3-(2-methyl-3-pyridyl)-5,6,7,8-tetrahydroindolizine-1-carboxamide are thus obtained in the form of a white solid melting at 244° C. The reactants are O=C(OCC(O)CO)c1ccccc1, CC(C)O[Si](C)(C)C, CCOC(=O)C1=CC(=O)CCC1S(=O)(=O)Nc1ccc(F)cc1Cl, ClCCl, C[Si](C)(C)OS(=O)(=O)C(F)(F)F, O. Product: CCOC(=O)C1=CC2(CCC1S(=O)(=O)Nc1ccc(F)cc1Cl)OCC(COC(=O)c1ccccc1)O2. As a reaction SMILES: [C:25]([c:26]1[cH:27][cH:28][cH:29][cH:30][cH:31]1)(=[O:32])[O:33][CH2:34][CH:35]([CH2:36][OH:37])[OH:38].[CH:39]([O:40][Si:41]([CH3:42])([CH3:43])[CH3:44])([CH3:45])[CH3:46].[Cl:1][c:2]1[c:3]([NH:9][S:10](=[O:11])(=[O:12])[CH:13]2[CH2:14][CH2:15][C:16](=[O:24])[CH:17]=[C:18]2[C:19](=[O:20])[O:21][CH2:22][CH3:23])[cH:4][cH:5][c:6]([F:8])[cH:7]1.[Cl:59][CH2:60][Cl:61].[F:47][C:48]([F:49])([F:50])[S:51]([O:52][Si:53]([CH3:54])([CH3:55])[CH3:56])(=[O:57])=[O:58].[OH2:62]>>[Cl:1][c:2]1[c:3]([NH:9][S:10](=[O:11])(=[O:12])[CH:13]2[CH2:14][CH2:15][C:16]3([CH:17]=[C:18]2[C:19](=[O:20])[O:21][CH2:22][CH3:23])[O:24][CH:35]([CH2:34][O:33][C:25]([c:26]2[cH:27][cH:28][cH:29][cH:30][cH:31]2)=[O:32])[CH2:36][O:37]3)[cH:4][cH:5][c:6]([F:8])[cH:7]1. Starting materials: C(C)(C)(C)OC(=O)N[C@@H](C(=O)O)C ((R)-2-tert-butoxycarbonylamino-propionic acid), CN1CCOCC1 (4-methyl morpholine), COC([C@H](C)NCC1=CC=C(C=C1)F)=O ((S)-2-(4-fluoro-benzylamino)-propionic acid methyl ester), C(C(C)C)OC(=O)Cl (isobutylchloroformate). The solvent is O1CCCC1 (tetrahydrofuran). Reaction conditions: time 2 hour. Product: COC([C@H](C)N(CC1=CC=C(C=C1)F)C([C@@H](C)NC(=O)OC(C)(C)C)=O)=O ((2S)-2-[(2R)-(2-tert-Butoxycarbonylamino-propionyl)-(4-fluoro-benzyl)-amino]-propionic acid methyl ester). Isolated yield 69.7%. As a reaction SMILES: [C:1]([O:5][C:6]([NH:8][C@H:9]([CH3:13])[C:10]([OH:12])=O)=[O:7])([CH3:4])([CH3:3])[CH3:2].CN1CCOCC1.C(OC(Cl)=O)C(C)C.[CH3:29][O:30][C:31](=[O:43])[C@@H:32]([NH:34][CH2:35][C:36]1[CH:41]=[CH:40][C:39]([F:42])=[CH:38][CH:37]=1)[CH3:33]>O1CCCC1>[CH3:29][O:30][C:31](=[O:43])[C@@H:32]([N:34]([C:10](=[O:12])[C@H:9]([NH:8][C:6]([O:5][C:1]([CH3:2])([CH3:3])[CH3:4])=[O:7])[CH3:13])[CH2:35][C:36]1[CH:37]=[CH:38][C:39]([F:42])=[CH:40][CH:41]=1)[CH3:33]. Reported procedure: To a solution of (R)-2-tert-butoxycarbonylamino-propionic acid (37 g, 195 mmol) in dry tetrahydrofuran (250 mL) at 0° C. was added 4-methyl morpholine (21.5 mL, 195 mmol) followed by isobutylchloroformate (25.3 mL, 195 mmol). The reaction was allowed to warm to ambient temperature and stirred for two hours. This was followed by the addition of (S)-2-(4-fluoro-benzylamino)-propionic acid methyl ester (34.4 g, 162 mmol). The resulting mixture was stirred overnight at ambient temperature. The react... Reaction SMILES: [Br:1][c:2]1[cH:3][n:4][c:5]([Br:11])[c:6]2[n:7]1[cH:8][cH:9][n:10]2.[CH:19]([N:20]([CH:21]([CH3:22])[CH3:23])[CH2:24][CH3:25])([CH3:26])[CH3:27].[CH:28]([OH:29])([CH3:30])[CH3:31].[NH2:12][CH:13]1[CH2:14][CH2:15][CH2:16][CH2:17][CH2:18]1>>[Br:1][c:2]1[cH:3][n:4][c:5]([NH:12][CH:13]2[CH2:14][CH2:15][CH2:16][CH2:17][CH2:18]2)[c:6]2[n:7]1[cH:8][cH:9][n:10]2. Product: Brc1cnc(NC2CCCCC2)c2nccn12. Starting materials: Brc1ncc(Br)n2ccnc12, CCN(C(C)C)C(C)C, CC(C)O, NC1CCCCC1. Reactants: CNC(=O)N1CCC(N2CCN(C(=O)OCc3ccccc3)CC2)C1, CCO. The product is CNC(=O)N1CCC(N2CCNCC2)C1. As a reaction SMILES: [CH3:1][NH:2][C:3](=[O:4])[N:5]1[CH2:6][CH:7]([N:10]2[CH2:11][CH2:12][N:13]([C:16]([O:17][CH2:18][c:19]3[cH:20][cH:21][cH:22][cH:23][cH:24]3)=[O:25])[CH2:14][CH2:15]2)[CH2:8][CH2:9]1.[CH3:26][CH2:27][OH:28]>>[CH3:1][NH:2][C:3](=[O:4])[N:5]1[CH2:6][CH:7]([N:10]2[CH2:11][CH2:12][NH:13][CH2:14][CH2:15]2)[CH2:8][CH2:9]1.